Task: describe an organic reaction: reactants, conditions, products, and yield. Dataset: the Open Reaction Database (ORD), a public repository of structured organic reaction records Yields the product CC(C)(C)OC(=O)N1CCOC2(CCN(Cc3cc4nc(Cl)nc(N5CCOCC5)c4s3)CC2)C1. Starting materials: CC(C)(C)OC(=O)N1CCC2(CC1)CN(Cc1cc3nc(Cl)nc(N4CCOCC4)c3s1)CCO2, CC(C)(C)OC(=O)N1CCOC2(CCNCC2)C1. RXN SMILES: [C:1]([O:2][C:3]([N:4]1[CH2:5][CH2:6][C:7]2([O:8][CH2:9][CH2:10][N:11]([CH2:17][c:18]3[cH:19][c:20]4[n:21][c:22]([Cl:33])[n:23][c:24]([N:27]5[CH2:28][CH2:29][O:30][CH2:31][CH2:32]5)[c:25]4[s:26]3)[CH2:12]2)[CH2:13][CH2:14]1)=[O:15])([CH3:16])([CH3:34])[CH3:35].[C:36]([CH3:37])([CH3:38])([CH3:39])[O:40][C:41](=[O:42])[N:43]1[CH2:44][CH2:45][O:46][C:47]2([CH2:48]1)[CH2:49][CH2:50][NH:51][CH2:52][CH2:53]2>>[CH2:17]([c:18]1[cH:19][c:20]2[n:21][c:22]([Cl:33])[n:23][c:24]([N:27]3[CH2:28][CH2:29][O:30][CH2:31][CH2:32]3)[c:25]2[s:26]1)[N:51]1[CH2:50][CH2:49][C:47]2([O:46][CH2:45][CH2:44][N:43]([C:41]([O:40][C:36]([CH3:37])([CH3:38])[CH3:39])=[O:42])[CH2:48]2)[CH2:53][CH2:52]1. Starting materials: C(C1=CC=CC=C1)N1C(N(CC1)C=1SC(=C(N1)C)C(=O)O)=O (2-(3-benzyl-2-oxoimidazolidin-1-yl)-4-methylthiazole-5-carboxylic acid), CC=1N=C(SC1C(=O)O)N1C(N(CC1)CC1=CC=C(C=C1)OC(F)(F)F)=O (4-methyl-2-(2-oxo-3-(4-(trifluoromethoxy)benzyl)imidazolidin-1-yl)thiazole-5-carboxylic acid), NCC=1C=NC=CC1 (3-(aminomethyl)pyridine). Product: CC=1N=C(SC1C(=O)NCC=1C=NC=CC1)N1C(N(CC1)CC1=CC=C(C=C1)OC(F)(F)F)=O (4-methyl-2-(2-oxo-3-(4-(trifluoromethoxy)benzyl)imidazolidin-1-yl)-N-(pyridin-3-ylmethyl)thiazole-5-carboxamide). The yield is 77.0%. Reaction SMILES: C(N1CCN(C2SC(C(O)=O)=C(C)N=2)C1=O)C1C=CC=CC=1.[CH3:23][C:24]1[N:25]=[C:26]([N:32]2[CH2:36][CH2:35][N:34]([CH2:37][C:38]3[CH:43]=[CH:42][C:41]([O:44][C:45]([F:48])([F:47])[F:46])=[CH:40][CH:39]=3)[C:33]2=[O:49])[S:27][C:28]=1[C:29]([OH:31])=O.[NH2:50][CH2:51][C:52]1[CH:53]=[N:54][CH:55]=[CH:56][CH:57]=1>>[CH3:23][C:24]1[N:25]=[C:26]([N:32]2[CH2:36][CH2:35][N:34]([CH2:37][C:38]3[CH:39]=[CH:40][C:41]([O:44][C:45]([F:46])([F:47])[F:48])=[CH:42][CH:43]=3)[C:33]2=[O:49])[S:27][C:28]=1[C:29]([NH:50][CH2:51][C:52]1[CH:53]=[N:54][CH:55]=[CH:56][CH:57]=1)=[O:31]. Procedure: Following the procedure as describe in Example 9, making variations as required to replace 2-(3-benzyl-2-oxoimidazolidin-1-yl)-4-methylthiazole-5-carboxylic acid with 4-methyl-2-(2-oxo-3-(4-(trifluoromethoxy)benzyl)imidazolidin-1-yl)thiazole-5-carboxylic acid to react with 3-(aminomethyl)pyridine in place of benzylamine, the title compound was obtained as a white powder in 77% yield: nip 165-166° C.; 1H NMR (300 MHz, CDCl3) δ 8.57 (s, 1H), 8.46 (d, J=4.5 Hz, 1H), 7.67 (d, J=8.1 Hz, 1H), 7.29-7.1... Reactants: ClC1=CC=C(C=C1)S(=O)(=O)N[C@H]1C(NCCC(C1)(F)F)=O (4-Chloro-N-((R)-5,5-difluoro-2-oxo-azepan-3-yl)-benzenesulfonamide), FC(OC1=CC=C(CBr)C=C1)F (4-(difluoromethoxy)benzyl bromide). The product is ClC1=CC=C(C=C1)S(=O)(=O)N([C@H]1C(NCCC(C1)(F)F)=O)CC1=CC=C(C=C1)OC(F)F (4-chloro-N-(4-difluoromethoxy-benzyl)-N-((R)-5,5-difluoro-2-oxo-azepan-3-yl)-benzenesulfonamide). Reported procedure: 4-Chloro-N-((R)-5,5-difluoro-2-oxo-azepan-3-yl)-benzenesulfonamide was alkylated using 4-(difluoromethoxy)benzyl bromide analogous to Example 1 to afford 4-chloro-N-(4-difluoromethoxy-benzyl)-N-((R)-5,5-difluoro-2-oxo-azepan-3-yl)-benzenesulfonamide: Reaction SMILES: [Cl:1][C:2]1[CH:7]=[CH:6][C:5]([S:8]([NH:11][C@@H:12]2[CH2:18][C:17]([F:20])([F:19])[CH2:16][CH2:15][NH:14][C:13]2=[O:21])(=[O:10])=[O:9])=[CH:4][CH:3]=1.[F:22][CH:23]([F:33])[O:24][C:25]1[CH:32]=[CH:31][C:28]([CH2:29]Br)=[CH:27][CH:26]=1>>[Cl:1][C:2]1[CH:7]=[CH:6][C:5]([S:8]([N:11]([CH2:29][C:28]2[CH:27]=[CH:26][C:25]([O:24][CH:23]([F:22])[F:33])=[CH:32][CH:31]=2)[C@@H:12]2[CH2:18][C:17]([F:19])([F:20])[CH2:16][CH2:15][NH:14][C:13]2=[O:21])(=[O:9])=[O:10])=[CH:4][CH:3]=1. Starting materials: ClC1=NC=C(C(=N1)Cl)C(F)(F)F (2,4-dichloro-5-(trifluoromethyl)pyrimidine), CC1=CC(=NN1)N (5-methyl-1H-pyrazol-3-amine), C([O-])([O-])=O.[Na+].[Na+] (sodium carbonate). Run in CCO (EtOH). Run at time 8 hour. Product: ClC1=NC=C(C(=N1)NC1=NNC(=C1)C)C(F)(F)F (2-chloro-N-(5-methyl-1H-pyrazol-3-yl)-5-(trifluoromethyl)pyrimidin-4-amine). Reaction SMILES: [Cl:1][C:2]1[N:7]=[C:6](Cl)[C:5]([C:9]([F:12])([F:11])[F:10])=[CH:4][N:3]=1.[CH3:13][C:14]1[NH:18][N:17]=[C:16]([NH2:19])[CH:15]=1.C(=O)([O-])[O-].[Na+].[Na+]>CCO>[Cl:1][C:2]1[N:7]=[C:6]([NH:19][C:16]2[CH:15]=[C:14]([CH3:13])[NH:18][N:17]=2)[C:5]([C:9]([F:12])([F:11])[F:10])=[CH:4][N:3]=1 |f:2.3.4|. Reported procedure: A mixture of 2,4-dichloro-5-(trifluoromethyl)pyrimidine (1.06 g, 4.86 mmol), 5-methyl-1H-pyrazol-3-amine (472.2 mg, 4.86 mmol) and sodium carbonate (2.06 g, 19.4 mmol) in 100 mL of EtOH was stirred at room temperature overnight. The reaction mixture was concentrated in vacuo. The crude solid was partitioned between EtOAc and water. The combined organic extracts were dried (Na2SO4), concentrated in vacuo, and purified by silica chromatography (EtOAc/hexanes: 1/1) to afford 2-chloro-N-(5-methyl-1H... The reactants are CC#N, O=Cc1ccc(O)cc1O, ClCc1ccccc1, [K]. Product: O=Cc1ccc(OCc2ccccc2)cc1O. Reaction SMILES: [CH3:20][C:21]#[N:22].[CH:1](=[O:2])[c:3]1[cH:4][cH:5][c:6]([OH:7])[cH:8][c:9]1[OH:10].[Cl:12][CH2:13][c:14]1[cH:15][cH:16][cH:17][cH:18][cH:19]1.[K:11]>>[CH:1](=[O:2])[c:3]1[cH:4][cH:5][c:6]([O:7][CH2:13][c:14]2[cH:15][cH:16][cH:17][cH:18][cH:19]2)[cH:8][c:9]1[OH:10]. RXN SMILES: CO[C:3]1[CH:8]=[CH:7][C:6]([O:9]C)=[CH:5][C:4]=1[CH2:11][C:12]([C:14]1[CH:19]=[CH:18][C:17]([O:20]C)=[CH:16][CH:15]=1)=[O:13].Cl.N1C=CC=CC=1>O>[OH:20][C:17]1[CH:18]=[CH:19][C:14]([C:12]2[O:13][C:3]3[CH:8]=[CH:7][C:6]([OH:9])=[CH:5][C:4]=3[CH:11]=2)=[CH:15][CH:16]=1 |f:1.2|. Product: OC1=CC=C(C=C1)C=1OC2=C(C1)C=C(C=C2)O (2-(4-Hydroxy-phenyl)-benzofuran-5-ol). Reported procedure: A mixture of 74 (1.5 g, 5.2 mmol) and Pyridine HCl (10 g) was heated to 200° C. After 1.5 hr, the reaction was cooled and diluted with water. The aqueous layer was extracted with EtOAc and the organic layer was dried, concentrated to give a solid which was triturated with CH2Cl2 to give a solid (0.6 g, 51%): Mp=275–278° C.; 1H NMR (DMSO-d6) δ 9.81 (br s, 1 H), 9.12 (br s, 1 H), 7.66 (d, 2 H, J=2.5 Hz), 7.32 (d, 1 H, J=8.5 Hz), 7.00 (s, 1 H), 6.90–6.83 (m, 3 H), 6.65 (dd, 1 H, J=8.6 Hz, 2.6 Hz); ... Starting materials: COC1=C(C=C(C=C1)OC)CC(=O)C1=CC=C(C=C1)OC (2-(2,5-Dimethoxy-phenyl)-1-(4-methoxy-phenyl)ethanone), Cl.N1=CC=CC=C1 (Pyridine HCl). Isolated yield 51.0%. Reaction conditions: temperature 200 celsius, time 1.5 hour. The solvent is O (water). The reactants are ClC1=CC(=C(C=O)C=C1)O (4-chloro-2-hydroxybenzaldehyde), C([O-])([O-])=O.[Cs+].[Cs+] (cesium carbonate), C1CCOC1 (THF). Product: C(C=C)OC1=C(C=O)C=CC(=C1)Cl (2-Allyloxy-4-chlorobenzaldehyde). The yield is 97.0%. As a reaction SMILES: [Cl:1][C:2]1[CH:9]=[CH:8][C:5]([CH:6]=[O:7])=[C:4]([OH:10])[CH:3]=1.C(=O)([O-])[O-].[Cs+].[Cs+].[CH2:17]1[CH2:21]OC[CH2:18]1>>[CH2:21]([O:10][C:4]1[CH:3]=[C:2]([Cl:1])[CH:9]=[CH:8][C:5]=1[CH:6]=[O:7])[CH:17]=[CH2:18] |f:1.2.3|. Reported procedure: A mixture of 4-chloro-2-hydroxybenzaldehyde (254 mg, 1.62 mmol) and cesium carbonate (793 mg, 2.43 mmol) in THF (3 mL) was heated to reflux for 3 h. After the reaction mixture was cooled at room temperature, the solvent was evaporated and the residue partitioned between ethyl acetate and hydrochloric acid (1N). The organic layer was collected, dried with sodium sulfate, filtered and concentrated under vacuum. The residue was purified by column chromatography (AcOEt/Hexanes, 1:9) to give the titl... Reactants: N(=[N+]=[N-])[C@H]1CC[C@@H]2CN(C[C@@H]21)CC2=CC=CC=C2 ((3aR,4S,6aS)-4-Azido-2-benzyloctahydrocyclopenta[c]pyrrole), [H][H] (hydrogen). Reagents/catalysts: [Ni] (nickel). The solvent is C(C)O (ethanol). Run at time 24 hour. Yields the product C(C1=CC=CC=C1)N1C[C@@H]2[C@H](C1)[C@H](CC2)N ((3aR,4S,6aS)-2-benzyloctahydrocyclopenta[c]pyrrol-4-amine). Reaction SMILES: [N:1]([C@@H:4]1[C@@H:11]2[C@@H:7]([CH2:8][N:9]([CH2:12][C:13]3[CH:18]=[CH:17][CH:16]=[CH:15][CH:14]=3)[CH2:10]2)[CH2:6][CH2:5]1)=[N+]=[N-].[H][H]>[Ni].C(O)C>[CH2:12]([N:9]1[CH2:10][C@@H:11]2[C@@H:4]([NH2:1])[CH2:5][CH2:6][C@@H:7]2[CH2:8]1)[C:13]1[CH:14]=[CH:15][CH:16]=[CH:17][CH:18]=1. Procedure details: (3aR,4S,6aS)-4-Azido-2-benzyloctahydrocyclopenta[c]pyrrole (1.70 g, 7.02 mmol), Raney®-nickel (0.46 g, 20% wt), and ethanol (47 mL) were combined in a Parr stirrer reactor. The reactor was pressured with hydrogen gas to 30 psi and the reaction mixture was agitated for 24 hours. The slurry was filtered to provide (3aR,4S,6aS)-2-benzyloctahydrocyclopenta[c]pyrrol-4-amine in ethanol. Reaction SMILES: [C:1]1([NH:7]N)[CH:6]=[CH:5][CH:4]=[CH:3][CH:2]=1.F[C:10]1[CH:15]=[CH:14][C:13]([NH:16]N)=[CH:12][CH:11]=1.[CH2:18]1[CH:25]2[NH:26][CH:20]([CH2:21][C:22]([CH2:24]2)=O)[CH2:19]1.C[N:28]1[C@@H:33]2[CH2:34][C:35]([CH2:37][C@H:29]1[CH2:30][CH2:31][CH2:32]2)=O.N1C2C(=CC=CC=2)C=C1>>[NH:26]1[CH:25]2[C:24]3[C:6]4[C:1](=[CH:2][CH:3]=[CH:4][CH:5]=4)[NH:7][C:22]=3[CH2:21][CH:20]1[CH2:19][CH2:18]2.[NH:28]1[CH:29]2[C:30]3[C:14]4[C:13](=[CH:12][CH:11]=[CH:10][CH:15]=4)[NH:16][C:31]=3[CH2:32][CH:33]1[CH2:34][CH2:35][CH2:37]2. Reactants: C1CC2CC(=O)CC1N2 (nortropinone), CN1[C@@H]2CCC[C@H]1CC(=O)C2 (pseudo-pelletierine), C1(=CC=CC=C1)NN (phenylhydrazine), FC1=CC=C(C=C1)NN (4-fluorophenylhydrazine), N1C=CC2=CC=CC=C12 (indole). Procedure: Accordingly, phenylhydrazine or 4-fluorophenylhydrazine is condensed with nortropinone or pseudo-pelletierine (9-azabicyclo-[3.2.1]nonan-3-one) under conditions of the Fischer indole synthesis to afford 5,6,7,8,9,10-hexahydro-7,10-iminocyclohept[b]indole or 6,7,8,9,10,11-hexahydro-7,11-imino-5H-cyclooct[b]indole or the corresponding-2-fluoro derivatives. Alkylation of the basic nitrogen in these compounds with the appropriately substituted alkyl halide or tosylate in dimethylformamide affords th... Product: N1C2CCC1C1=C(NC3=CC=CC=C13)C2 (5,6,7,8,9,10-hexahydro-7,10-iminocyclohept[b]indole), N1C2CCCC1C1=C(NC3=CC=CC=C13)C2 (6,7,8,9,10,11-hexahydro-7,11-imino-5H-cyclooct[b]indole).